Dataset: the Open Reaction Database (ORD), a public repository of structured organic reaction records. Task: describe an organic reaction: reactants, conditions, products, and yield Procedure: The HCl salt of ({[(tert-butoxycarbonyl)amino-(tert-butoxycarbonyl)iminomethyl]aminooxy}ethyl)amine (90.5 mg, 255 μmol) (WO 2004/091613 A2) was treated with 12 M HCl (aq) (210 μL, 2.5 mmol) in one portion at rt, and was then stirred at rt for 20 min. The resulting thick white slurry was concentrated under rotary evaporation at rt, and the residue was taken up in toluene (3×3 mL) with repeated rotary evaporation and high vacuum to yield the title compound as an off-white powder (52.9 mg, quantita... RXN SMILES: [ClH:1].C(OC([NH:9][C:10]([NH:19][O:20][CH2:21][CH2:22][NH2:23])=[N:11]C(OC(C)(C)C)=O)=O)(C)(C)C>>[ClH:1].[ClH:1].[NH2:23][CH2:22][CH2:21][O:20][NH:19][C:10]([NH2:11])=[NH:9] |f:2.3.4|. Reaction conditions: time 20 minute. The reactants are Cl (HCl), C(C)(C)(C)OC(=O)NC(=NC(=O)OC(C)(C)C)NOCCN (({[(tert-butoxycarbonyl)amino-(tert-butoxycarbonyl)iminomethyl]aminooxy}ethyl)amine), Cl (HCl). Product: Cl.Cl.NCCONC(=N)N (Aminoethoxy-guanidine Dihydrochloride). The reagents and catalysts are [Pd] (Pd—C). RXN SMILES: [CH3:1][N:2]([CH3:18])[CH2:3][CH2:4][N:5]1[C:13]2[C:8](=[CH:9][C:10]([N+:14]([O-])=O)=[CH:11][CH:12]=2)[CH:7]=[C:6]1[CH3:17]>C(O)C.[Pd]>[CH3:1][N:2]([CH3:18])[CH2:3][CH2:4][N:5]1[C:13]2[C:8](=[CH:9][C:10]([NH2:14])=[CH:11][CH:12]=2)[CH:7]=[C:6]1[CH3:17]. Conditions: time 8 hour. Yield: 94.3%. Solvent: C(C)O (ethanol). The reactants are CN(CCN1C(=CC2=CC(=CC=C12)[N+](=O)[O-])C)C (N,N-Dimethyl-2-(2-methyl-5-nitro-1H-indol-1-yl)ethanamine). Procedure: A solution of compound 23 (0.35 g, 1.415 mmol) in dry ethanol (3 mL) was treated with Pd—C (˜0.05 g) and flushed with hydrogen gas. The reaction was stirred under hydrogen atm. for overnight. The reaction was filtered through celite bed, washed with methanol (3×10 mL) and dried to obtain crude compound 24 (0.29 g, 94%) as a syrup. 1H NMR (DMSO-d6) δ 2.18 (s, 6H), 2.32 (s, 3H), 2.42 (t, 2H, J=7.2 Hz), 4.03 (t, 2H, J=7.2 Hz), 4.37 (s, 2H), 5.88 (s, 1H), 6.42 (dd, 1H, J=2.1, 8.4 Hz), 6.56 (d, 1H, J... The product is CN(CCN1C(=CC2=CC(=CC=C12)N)C)C (1-(2-(Dimethylamino)ethyl)-2-methyl-1H-indol-5-amine). Reactants: FC(S(=O)(=O)OC1=CC(=CC2=CC=CC=C12)OC)(F)F (3-methoxynaphthalene-1-yl trifluoromethanesulfonate), C1(=CC=CC=C1)C1=CC=C(S1)B(O)O (5-phenyl-2-thiopheneboronic acid), C([O-])([O-])=O.[Na+].[Na+] (sodium carbonate), O (water). The reagents and catalysts are C=1C=CC(=CC1)[P](C=2C=CC=CC2)(C=3C=CC=CC3)[Pd]([P](C=4C=CC=CC4)(C=5C=CC=CC5)C=6C=CC=CC6)([P](C=7C=CC=CC7)(C=8C=CC=CC8)C=9C=CC=CC9)[P](C=1C=CC=CC1)(C=1C=CC=CC1)C=1C=CC=CC1 (Pd(PPh3)4). The solvent is C1(=CC=CC=C1)C (toluene), C(C)O (ethanol). The product is COC=1C=C(C2=CC=CC=C2C1)C=1SC(=CC1)C1=CC=CC=C1 (3-Methoxy-1-(5-phenyl-2-thienyl)naphthalene). Yield: 67.0%. As a reaction SMILES: FC(F)(F)S(O[C:7]1[C:16]2[C:11](=[CH:12][CH:13]=[CH:14][CH:15]=2)[CH:10]=[C:9]([O:17][CH3:18])[CH:8]=1)(=O)=O.[C:21]1([C:27]2[S:31][C:30](B(O)O)=[CH:29][CH:28]=2)[CH:26]=[CH:25][CH:24]=[CH:23][CH:22]=1.C(=O)([O-])[O-].[Na+].[Na+].O>C1(C)C=CC=CC=1.C(O)C.C1C=CC([P]([Pd]([P](C2C=CC=CC=2)(C2C=CC=CC=2)C2C=CC=CC=2)([P](C2C=CC=CC=2)(C2C=CC=CC=2)C2C=CC=CC=2)[P](C2C=CC=CC=2)(C2C=CC=CC=2)C2C=CC=CC=2)(C2C=CC=CC=2)C2C=CC=CC=2)=CC=1>[CH3:18][O:17][C:9]1[CH:8]=[C:7]([C:30]2[S:31][C:27]([C:21]3[CH:22]=[CH:23][CH:24]=[CH:25][CH:26]=3)=[CH:28][CH:29]=2)[C:16]2[C:11]([CH:10]=1)=[CH:12][CH:13]=[CH:14][CH:15]=2 |f:2.3.4,^1:55,57,76,95|. Reported procedure: A mixture of 3-methoxynaphthalene-1-yl trifluoromethanesulfonate (2.7 g, 8.82 mmol), 5-phenyl-2-thiopheneboronic acid (2.7 g, 13.24 mmol), sodium carbonate (1.4 g, 13.24 mmol) was mixed in de-gassed toluene (50 ml) and ethanol (50 ml), under nitrogen. Pd(PPh3)4 (153 mg, 1 mol %) was added and the mixture heated to reflux for 18 h. The solution was allowed to cool, poured into water (200 ml), extracted with dichloromethane (2×100 ml), dried (Na2SO4), and the solvent removed under reduced pressure... The reactants are CCOC(C)=O, Cl, CC(C)(C)OC(=O)CC1(CN)CC2CC=CC21. The product is NCC1(CC(=O)O)CC2CC=CC21. As a reaction SMILES: [CH3:19][CH2:20][O:21][C:22](=[O:23])[CH3:24].[ClH:1].[NH2:2][CH2:3][C:4]1([CH2:11][C:12](=[O:13])[O:14][C:15]([CH3:16])([CH3:17])[CH3:18])[CH:5]2[CH:6]=[CH:7][CH2:8][CH:9]2[CH2:10]1>>[NH2:2][CH2:3][C:4]1([CH2:11][C:12](=[O:13])[OH:14])[CH:5]2[CH:6]=[CH:7][CH2:8][CH:9]2[CH2:10]1. The reactants are O=[Ag], CI, CC#N, O=[N+]([O-])c1ccccc1C#CCCO. The product is COCCC#Cc1ccccc1[N+](=O)[O-]. RXN SMILES: [Ag:20]=[O:21].[CH3:15][I:16].[CH3:17][C:18]#[N:19].[N+:1](=[O:2])([O-:3])[c:4]1[c:5]([C:10]#[C:11][CH2:12][CH2:13][OH:14])[cH:6][cH:7][cH:8][cH:9]1>>[N+:1](=[O:2])([O-:3])[c:4]1[c:5]([C:10]#[C:11][CH2:12][CH2:13][O:14][CH3:15])[cH:6][cH:7][cH:8][cH:9]1. Reactants: C(C)(=O)NC(=S)N(C)C (N-acetyl-N',N'-dimethyl-thiourea), ClC1=C(C=C(C(CBr)=O)C=C1)[N+](=O)[O-] (4-chloro-3-nitro-phenacyl bromide). The solvent is C(C)(C)O (isopropanol). Yields the product ClC1=C(C=C(C=C1)C(=O)C1=C(N=C(S1)N(C)C)C)[N+](=O)[O-] (4-chloro-3-nitro-1-(4-methyl-2-dimethylamino-5-thiazoloyl)-benzene). RXN SMILES: [C:1]([NH:4][C:5]([N:7]([CH3:9])[CH3:8])=[S:6])(=O)[CH3:2].[Cl:10][C:11]1[CH:20]=[CH:19][C:14]([C:15](=[O:18])[CH2:16]Br)=[CH:13][C:12]=1[N+:21]([O-:23])=[O:22]>C(O)(C)C>[Cl:10][C:11]1[CH:20]=[CH:19][C:14]([C:15]([C:16]2[S:6][C:5]([N:7]([CH3:9])[CH3:8])=[N:4][C:1]=2[CH3:2])=[O:18])=[CH:13][C:12]=1[N+:21]([O-:23])=[O:22]. Procedure: The starting material is prepared as follows: A mixture of 3.7 g of N-acetyl-N',N'-dimethyl-thiourea and 7 g of 4-chloro-3-nitro-phenacyl bromide in 100 ml of isopropanol is refluxed for 2 hours, cooled and filtered. The residue is rendered basic and extracted with methylene chloride. The extract is dried and evaporated and the residue is recrystallised from a mixture of ethyl acetate and hexane, yielding 4-chloro-3-nitro-1-(4-methyl-2-dimethylamino-5-thiazoloyl)-benzene, which melts at 165°-169... Reactants: C(c1ccc(c(c1)OC(F)(F)F)O)=O, CC1=CN=C(C=C1)N, [C-]#[N+]C1CCCCC1. Reagents/catalysts: O=C(O)C(F)(F)F (trifluoroacetic acid). The solvent is CC(C)O (isopropyl alcohol), CC(C)O (isopropylalcohol). Conditions: temperature 22 celsius, time 20 hour. The product is Cc1ccc2nc(c3ccc(c(c3)OC(F)(F)F)O)c(NC3CCCCC3)n2c1. The yield is 100.0%. As a reaction SMILES: CC1=CC=C(N)N=C1.[C-]#[N+]C1CCCCC1.OC1=C(OC(F)(F)F)C=C(C=O)C=C1>>CC1=CN2C(C=C1)=NC(=C2NC1CCCCC1)C1=CC(OC(F)(F)F)=C(O)C=C1. Reactants: CC(=O)c1ccc(B(O)O)cc1, O=C([O-])[O-], CN(C)C=O, COc1cc2nccc(Oc3ccc(C)nc3I)c2cc1OC, [K+], [K+], O. The product is COc1cc2nccc(Oc3ccc(C)nc3-c3ccc(C(C)=O)cc3)c2cc1OC. As a reaction SMILES: [C:35]([CH3:36])(=[O:37])[c:38]1[cH:39][cH:40][c:41]([B:44]([OH:45])[OH:46])[cH:42][cH:43]1.[C:6](=[O:7])([O-:8])[O-:9].[CH3:1][N:2]([CH3:3])[CH:4]=[O:5].[I:12][c:13]1[n:14][c:15]([CH3:34])[cH:16][cH:17][c:18]1[O:19][c:20]1[cH:21][cH:22][n:23][c:24]2[cH:25][c:26]([O:32][CH3:33])[c:27]([O:30][CH3:31])[cH:28][c:29]12.[K+:10].[K+:11].[OH2:47]>>[c:13]1(-[c:41]2[cH:40][cH:39][c:38]([C:35]([CH3:36])=[O:37])[cH:43][cH:42]2)[n:14][c:15]([CH3:34])[cH:16][cH:17][c:18]1[O:19][c:20]1[cH:21][cH:22][n:23][c:24]2[cH:25][c:26]([O:32][CH3:33])[c:27]([O:30][CH3:31])[cH:28][c:29]12. Starting materials: COC([C@]1(N(CC(C1)=O)C(NC1=CC(=CC(=C1)Cl)Cl)=O)CC1=CC=C(C=C1)Br)=O (N-[N-(3,5-dichlorophenyl)carbamoyl]-2-(4-bromobenzyl)-4-oxoproline methyl ester), solution, C(=O)(C(F)(F)F)O (TFA). Solvent: C(Cl)Cl (CH2Cl2). Yields the product BrC1=CC=C(C[C@@]2(NCCC2)C(=O)O)C=C1 (2-(4-bromobenzyl)proline). RXN SMILES: C[O:2][C:3](=[O:29])[C@:4]1([CH2:21][C:22]2[CH:27]=[CH:26][C:25]([Br:28])=[CH:24][CH:23]=2)[CH2:8][C:7](=O)[CH2:6][N:5]1C(=O)NC1C=C(Cl)C=C(Cl)C=1.C(O)(C(F)(F)F)=O>C(Cl)Cl>[Br:28][C:25]1[CH:24]=[CH:23][C:22]([CH2:21][C@@:4]2([C:3]([OH:29])=[O:2])[CH2:8][CH2:7][CH2:6][NH:5]2)=[CH:27][CH:26]=1. Procedure details: means resin polymer.) (1) A mixture of N-(tert-butoxycarbonyl)-2-(4-bromobenzyl)proline ethyl ester (3.00 g), LiOH (10 mmol), THF (25 mL), MeOH (10 mL) and H2O (5 mL) was stirred at room temperature overnight. The mixture was then heated at 74° C. overnight. The mixture was concentrated in vacuo, and water was added. The mixture was washed with Et2O and the aqueous layer was made acidic with the addition of 1N H2SO4. The aqueous layer was extracted with EtOAc. The EtOAc layer was washed with bri...